The task is: describe an organic reaction: reactants, conditions, products, and yield. This data is from the Open Reaction Database (ORD), a public repository of structured organic reaction records. The reactants are CO, Cl, COCC(=O)Nc1ccc2c(Nc3cc(OC(=O)OC)c(C)cc3F)ncnc2c1, [Na+], [OH-], O. Yields the product Cl, COCC(=O)Nc1ccc2c(Nc3cc(O)c(C)cc3F)ncnc2c1. As a reaction SMILES: [CH3:32][OH:33].[ClH:31].[F:1][c:2]1[c:3]([NH:4][c:5]2[n:6][cH:7][n:8][c:9]3[cH:10][c:11]([NH:15][C:16]([CH2:17][O:18][CH3:19])=[O:20])[cH:12][cH:13][c:14]23)[cH:21][c:22]([O:26][C:27]([O:28][CH3:29])=[O:30])[c:23]([CH3:25])[cH:24]1.[Na+:35].[OH-:34].[OH2:36]>>[ClH:31].[F:1][c:2]1[c:3]([NH:4][c:5]2[n:6][cH:7][n:8][c:9]3[cH:10][c:11]([NH:15][C:16]([CH2:17][O:18][CH3:19])=[O:20])[cH:12][cH:13][c:14]23)[cH:21][c:22]([OH:26])[c:23]([CH3:25])[cH:24]1. The reactants are C(C)(=O)Cl (acetyl chloride), BrC=1C(=C(SC1)C(=O)OC)NC=NO (Methyl 4-bromo-3-[(hydroxyiminomethyl)amino]-2-thenoate), O (water). Run in O1CCCC1 (tetrahydrofuran), N1=CC=CC=C1 (pyridine), CN1C(CCC1)=O (N-methylpyrrolidone). Reaction conditions: time 3 day. Yields the product C(C)(=O)ON1C=NC2=C(C1=O)SC=C2Br (3-Acetoxy-7-bromo-3,4-dihydrothieno[3,2-d]pyrimidin-4-one). As a reaction SMILES: [C:1](Cl)(=[O:3])[CH3:2].[Br:5][C:6]1[C:7]([NH:15][CH:16]=[N:17][OH:18])=[C:8]([C:11]([O:13]C)=O)[S:9][CH:10]=1.O>O1CCCC1.N1C=CC=CC=1.CN1CCCC1=O>[C:1]([O:18][N:17]1[C:11](=[O:13])[C:8]2[S:9][CH:10]=[C:6]([Br:5])[C:7]=2[N:15]=[CH:16]1)(=[O:3])[CH3:2]. Reported procedure: To a solution of acetyl chloride (0.234 g) in dry tetrahydrofuran (3 ml) was added a solution of the product from Example 4 (0.741 g) in pyridine (0.237 g) and N-methylpyrrolidone (5 ml) at room temperature. The solution was stirred at room temperature for 3 days and then poured into water (15 ml). The resulting precipitate was filtered, washed with water and dried to give title product, m.p. 159-162° C. Starting materials: CCOC(=O)C(OC1CCOCC1)c1ccc(S(=O)(=O)C2CC2)cc1, C1CCOC1, CO, [Li+], [OH-], O. Product: O=C(O)C(OC1CCOCC1)c1ccc(S(=O)(=O)C2CC2)cc1. RXN SMILES: [CH2:1]([CH3:2])[O:3][C:4]([CH:5]([O:6][CH:7]1[CH2:8][CH2:9][O:10][CH2:11][CH2:12]1)[c:13]1[cH:14][cH:15][c:16]([S:19](=[O:20])(=[O:21])[CH:22]2[CH2:23][CH2:24]2)[cH:17][cH:18]1)=[O:25].[CH2:28]1[O:29][CH2:30][CH2:31][CH2:32]1.[CH3:33][OH:34].[Li+:26].[OH-:27].[OH2:35]>>[O:3]=[C:4]([CH:5]([O:6][CH:7]1[CH2:8][CH2:9][O:10][CH2:11][CH2:12]1)[c:13]1[cH:14][cH:15][c:16]([S:19](=[O:20])(=[O:21])[CH:22]2[CH2:23][CH2:24]2)[cH:17][cH:18]1)[OH:25]. Reactants: [Al+3], CC(C)COc1ccc(C(=O)c2ccc(OCC(C)C)c(C=CC(=O)O)c2)c(OCC(C)C)c1, ClC(Cl)Cl, Cl, [H-], [H-], [H-], [H-], [Li+], C1CCOC1, O. Product: CC(C)COc1ccc(C(O)c2ccc(OCC(C)C)c(C=CC(=O)O)c2)c(OCC(C)C)c1. RXN SMILES: [Al+3:36].[CH2:1]([CH:2]([CH3:3])[CH3:4])[O:5][c:6]1[c:7]([C:8](=[O:9])[c:10]2[cH:11][cH:12][c:13]([O:21][CH2:22][CH:23]([CH3:24])[CH3:25])[c:14]([CH:16]=[CH:17][C:18](=[O:19])[OH:20])[cH:15]2)[cH:26][cH:27][c:28]([O:30][CH2:31][CH:32]([CH3:33])[CH3:34])[cH:29]1.[CH:41]([Cl:42])([Cl:43])[Cl:44].[ClH:45].[H-:35].[H-:38].[H-:39].[H-:40].[Li+:37].[O:46]1[CH2:47][CH2:48][CH2:49][CH2:50]1.[OH2:51]>>[CH2:1]([CH:2]([CH3:3])[CH3:4])[O:5][c:6]1[c:7]([CH:8]([OH:9])[c:10]2[cH:11][cH:12][c:13]([O:21][CH2:22][CH:23]([CH3:24])[CH3:25])[c:14]([CH:16]=[CH:17][C:18](=[O:19])[OH:20])[cH:15]2)[cH:26][cH:27][c:28]([O:30][CH2:31][CH:32]([CH3:33])[CH3:34])[cH:29]1. The reactants are O=C([O-])O, N#Cc1nc(Br)cc(Br)c1N, [Na+], O, O=S(=O)(O)O. The product is Nc1c(Br)cc(Br)nc1C(=O)O. As a reaction SMILES: [C:13]([O-:14])([OH:15])=[O:16].[NH2:1][c:2]1[c:3]([C:10]#[N:11])[n:4][c:5]([Br:9])[cH:6][c:7]1[Br:8].[Na+:17].[OH2:12].[S:18](=[O:19])(=[O:20])([OH:21])[OH:22]>>[NH2:1][c:2]1[c:3]([C:13]([OH:14])=[O:16])[n:4][c:5]([Br:9])[cH:6][c:7]1[Br:8].